From a dataset of the Open Reaction Database (ORD), a public repository of structured organic reaction records. describe an organic reaction: reactants, conditions, products, and yield The reactants are BrC1=C(C=C(C=C1)C)C(CF)(CF)OCOCC (1-bromo-2-(2-(ethoxymethoxy)-1,3-difluoropropan-2-yl)-4-methylbenzene), B(OC)(OC)OC (B(OMe)3), [Li]CCCC (n-BuLi), CC(OCC)=O (EA). The solvent is C1CCOC1 (THF), C1CCOC1 (THF). Conditions: time 10 minute. The product is FCC1(C2=C(B(O1)O)C=CC(=C2)C)CF (3,3-bis(fluoromethyl)-5-methylbenzo[c][1,2]oxaborol-1(3H)-ol). Isolated yield 32.4%. As a reaction SMILES: Br[C:2]1[CH:7]=[CH:6][C:5]([CH3:8])=[CH:4][C:3]=1[C:9]([O:14]COCC)([CH2:12][F:13])[CH2:10][F:11].[Li]CCCC.[B:24](OC)(OC)[O:25]C.CC(=O)OCC>C1COCC1>[F:11][CH2:10][C:9]1([CH2:12][F:13])[O:14][B:24]([OH:25])[C:2]2[CH:7]=[CH:6][C:5]([CH3:8])=[CH:4][C:3]1=2. Procedure details: To a solution of 1-bromo-2-(2-(ethoxymethoxy)-1,3-difluoropropan-2-yl)-4-methylbenzene (1.8 g, 5.10 mmol) in THF (15 mL) at −78° C. was slowly added n-BuLi (5.1 mL, 12.75 mmol). After stirring for 10 min, a solution of B(OMe)3 (1.06 g, 10.2 mmol) in dry THF (5 mL) was added dropwise. The mixture was stirred at −78° C. for 0.5 h, and then dry ice bath was removed. The solution was acidified with HCl (4 N) and extracted with EA (100 mL×2). The combined organic layers were washed with brine, dried ... Reactants: CS(C)=O, Nc1cc(Cl)c(C(F)(F)F)cc1[N+](=O)[O-], Cl, [K+], [OH-], O, OCC(F)(F)F. The product is Nc1cc(OCC(F)(F)F)c(C(F)(F)F)cc1[N+](=O)[O-]. RXN SMILES: [CH3:25][S:26]([CH3:27])=[O:28].[Cl:1][c:2]1[c:3]([C:12]([F:13])([F:14])[F:15])[cH:4][c:5]([N+:9](=[O:10])[O-:11])[c:6]([NH2:8])[cH:7]1.[ClH:24].[K+:23].[OH-:22].[OH2:29].[OH:16][CH2:17][C:18]([F:19])([F:20])[F:21]>>[c:2]1([O:16][CH2:17][C:18]([F:19])([F:20])[F:21])[c:3]([C:12]([F:13])([F:14])[F:15])[cH:4][c:5]([N+:9](=[O:10])[O-:11])[c:6]([NH2:8])[cH:7]1.